describe an organic reaction: reactants, conditions, products, and yield From a dataset of the Open Reaction Database (ORD), a public repository of structured organic reaction records. The product is C(CCCCCCCCC)(=O)OC[C@@H]1[C@H]([C@@H]([C@H](C(OC)O1)O)O)O (methyl 6-O-decanoyl-D-glucopyranoside). Procedure: Methyl-D-glucopyranoside (19.8 g, 0.10 mol, a 1:1 mixture of methyl α-(D)-glucopyranoside and methyl β-(D)-glucopyranoside, both Sigma Chemicals) was esterified with dodecanoic acid (31 g, 0.15 mol) by the procedure described in Example 1, using 3 g of an immobilized lipase (derived from Candida antarctica). The reaction was complete in 24 hours (HPLC showed>90% conversion) and the enzyme was removed by filtration. Purification by chromatography provided the title compound in a yield of 79% (30 ... Conditions: time 24 hour. Reaction SMILES: [CH3:1][O:2][C@H:3]1[O:8][CH:7]([CH2:9][OH:10])[C@H:6]([OH:11])[C@@H:5]([OH:12])[C@@H:4]1[OH:13].O(C)[C@H]1O[C@H](CO)[C@@H](O)[C@H](O)[C@H]1O.O(C)[C@@H]1O[C@H](CO)[C@@H](O)[C@H](O)[C@H]1O.[C:40](O)(=[O:52])[CH2:41][CH2:42][CH2:43][CH2:44][CH2:45][CH2:46][CH2:47][CH2:48][CH2:49]CC>>[C:40]([O:10][CH2:9][C@H:7]1[O:8][CH:3]([O:2][CH3:1])[C@H:4]([OH:13])[C@@H:5]([OH:12])[C@@H:6]1[OH:11])(=[O:52])[CH2:41][CH2:42][CH2:43][CH2:44][CH2:45][CH2:46][CH2:47][CH2:48][CH3:49]. Yield: 79.0%. The reactants are CO[C@@H]1[C@H]([C@@H]([C@H](C(O1)CO)O)O)O (Methyl-D-glucopyranoside), O([C@@H]1[C@H](O)[C@@H](O)[C@H](O)[C@H](O1)CO)C (methyl α-(D)-glucopyranoside), O([C@H]1[C@H](O)[C@@H](O)[C@H](O)[C@H](O1)CO)C (methyl β-(D)-glucopyranoside), C(CCCCCCCCCCC)(=O)O (dodecanoic acid). Starting materials: ClCCl (Dichloromethane), [H-].[Al+3].[Li+].[H-].[H-].[H-] (lithium aluminum hydride), O (water), O1CCOC12CCC(CC2)C(=O)N (1,4-dioxaspiro[4,5]decane-8-carboxamide). As a reaction SMILES: [H-].[Al+3].[Li+].[H-].[H-].[H-].[O:7]1[C:11]2([CH2:16][CH2:15][CH:14]([C:17]([NH2:19])=O)[CH2:13][CH2:12]2)[O:10][CH2:9][CH2:8]1.O.ClCCl>C1COCC1>[NH2:19][CH2:17][CH:14]1[CH2:15][CH2:16][C:11]2([O:7][CH2:8][CH2:9][O:10]2)[CH2:12][CH2:13]1 |f:0.1.2.3.4.5|. Product: NCC1CCC2(OCCO2)CC1 (8-aminomethyl-1,4-dioxaspiro[4,5]decane). Procedure details: To 1.4 g (0.037 mole) of lithium aluminum hydride in 100 ml dry THF is added, portionwise, 4.9 g (0.026 mole) of 1,4-dioxaspiro[4,5]decane-8-carboxamide over one-half hour. This mixture is then refluxed 2 hours, then allowed to cool to room temperature. About 5 ml water is added cautiously and then stirred 15 minutes. Dichloromethane is then added and the insolubles filtered off. The organic layer is dried over MgSO4 and stripped to dryness, giving 3.48 g crude product. This material is vacuum-d... The solvent is C1CCOC1 (THF). Reaction conditions: time 15 minute. Reactants: CC=1OC2(CCCCC2C(C1[N+](=O)[O-])C1=C(C=CC=C1)C(F)(F)F)N1CCOCC1 (2-methyl-8a-morpholino-3-nitro-4-(2-trifluoromethylphenyl)-4a,5,6,7,8,8a-hexahydro-4H-chromene), N (ammonia), Cl (hydrochloric acid). Solvent: C(C)O (ethanol), O (water). The product is CC=1NC=2CCCCC2C(C1[N+](=O)[O-])C1=C(C=CC=C1)C(F)(F)F (2-Methyl-3-nitro-4-(2-trifluoromethylphenyl)-1,4,5,6,7,8-hexahydroquinoline). RXN SMILES: CC1O[C:4]2([N:25]3[CH2:30][CH2:29]OCC3)[CH:9]([CH:10]([C:15]3[CH:20]=[CH:19][CH:18]=[CH:17][C:16]=3[C:21]([F:24])([F:23])[F:22])[C:11]=1[N+:12]([O-:14])=[O:13])[CH2:8][CH2:7][CH2:6][CH2:5]2.N.Cl>C(O)C.O>[CH3:29][C:30]1[NH:25][C:4]2[CH2:5][CH2:6][CH2:7][CH2:8][C:9]=2[CH:10]([C:15]2[CH:20]=[CH:19][CH:18]=[CH:17][C:16]=2[C:21]([F:23])([F:22])[F:24])[C:11]=1[N+:12]([O-:14])=[O:13]. Procedure: 2 g (4.7 mmol) of 2-methyl-8a-morpholino-3-nitro-4-(2-trifluoromethylphenyl)-4a,5,6,7,8,8a-hexahydro-4H-chromene are suspended in 15 ml of ethanol and dissolved with about 3 ml of concentrated aqueous ammonia solution at 30° to 45° C. The pH is then brought to 3 with concentrated hydrochloric acid and the solution is diluted with 5 ml of water and extracted twice with 10 ml of chloroform each time. After the chloroform has been evaporated off, the residue crystallizes in yellow crystals from a l... Starting materials: ClCCCOC1=C(C=C(C(=O)O)C=C1)OC (4-(3-chloropropoxy)-3-methoxybenzoic acid), S(=O)(Cl)Cl (thionyl chloride). Run in ClCCl (dichloromethane), ClCCl (dichloromethane). Yields the product ClCCCOC1=C(C=C(C(=O)Cl)C=C1)OC (4-(3-chloropropoxy)-3-methoxybenzoyl chloride). Yield: 60.8%. RXN SMILES: [Cl:1][CH2:2][CH2:3][CH2:4][O:5][C:6]1[CH:14]=[CH:13][C:9]([C:10](O)=[O:11])=[CH:8][C:7]=1[O:15][CH3:16].S(Cl)([Cl:19])=O>ClCCl>[Cl:1][CH2:2][CH2:3][CH2:4][O:5][C:6]1[CH:14]=[CH:13][C:9]([C:10]([Cl:19])=[O:11])=[CH:8][C:7]=1[O:15][CH3:16]. Procedure: To a mixture of 4-(3-chloropropoxy)-3-methoxybenzoic acid (2.4 g, 10 mmol) in dichloromethane (5 ml) was added thionyl chloride (0.9 ml, 12 mmol) dissolved in dichloromethane (5 ml). The reaction was stirred and refluxed for 1 hour, and then the dichloromethane was removed in vacuo to leave a dark oil. The oil was triturated with hexane and the solid that formed while scratching with a glass rod was collected to afford 1.6 g of 4-(3-chloropropoxy)-3-methoxybenzoyl chloride, m.p.=60°-63° C.